From a dataset of the Open Reaction Database (ORD), a public repository of structured organic reaction records. describe an organic reaction: reactants, conditions, products, and yield Starting materials: CC(C)(C)OC(=O)Nc1cc(N2CCOCC2)c(C(F)(F)F)cc1N, Cc1cc(-c2cccc(C(=O)CC(=O)OC(C)(C)C)c2)on1. Yields the product Cc1cc(-c2cccc(C(=O)CC(=O)Nc3cc(C(F)(F)F)c(N4CCOCC4)cc3NC(=O)OC(C)(C)C)c2)on1. As a reaction SMILES: [C:1]([CH3:2])([CH3:3])([CH3:4])[O:5][C:6]([NH:7][c:8]1[c:9]([NH2:24])[cH:10][c:11]([C:20]([F:21])([F:22])[F:23])[c:12]([N:14]2[CH2:15][CH2:16][O:17][CH2:18][CH2:19]2)[cH:13]1)=[O:25].[C:26]([CH3:28])([CH3:29])([O:30][C:31](=[O:27])[CH2:32][C:33](=[O:34])[c:35]1[cH:36][c:37](-[c:41]2[cH:42][c:43]([CH3:46])[n:44][o:45]2)[cH:38][cH:39][cH:40]1)[CH3:47]>>[C:1]([CH3:2])([CH3:3])([CH3:4])[O:5][C:6]([NH:7][c:8]1[c:9]([NH:24][C:31](=[O:30])[CH2:32][C:33](=[O:34])[c:35]2[cH:36][c:37](-[c:41]3[cH:42][c:43]([CH3:46])[n:44][o:45]3)[cH:38][cH:39][cH:40]2)[cH:10][c:11]([C:20]([F:21])([F:22])[F:23])[c:12]([N:14]2[CH2:15][CH2:16][O:17][CH2:18][CH2:19]2)[cH:13]1)=[O:25].